From a dataset of the Open Reaction Database (ORD), a public repository of structured organic reaction records. describe an organic reaction: reactants, conditions, products, and yield The reactants are CC(C)C(=O)Nc1cccc(C2CCNCC2)c1, ClCCCCC1OCCO1. Product: CC(C)C(=O)Nc1cccc(C2CCN(CCCCC3OCCO3)CC2)c1. As a reaction SMILES: [CH3:11][CH:12]([C:13](=[O:14])[NH:15][c:16]1[cH:17][c:18]([CH:22]2[CH2:23][CH2:24][NH:25][CH2:26][CH2:27]2)[cH:19][cH:20][cH:21]1)[CH3:28].[Cl:1][CH2:2][CH2:3][CH2:4][CH2:5][CH:6]1[O:7][CH2:8][CH2:9][O:10]1>>[CH2:2]([CH2:3][CH2:4][CH2:5][CH:6]1[O:7][CH2:8][CH2:9][O:10]1)[N:25]1[CH2:24][CH2:23][CH:22]([c:18]2[cH:17][c:16]([NH:15][C:13]([CH:12]([CH3:11])[CH3:28])=[O:14])[cH:21][cH:20][cH:19]2)[CH2:27][CH2:26]1.